describe an organic reaction: reactants, conditions, products, and yield From a dataset of the Open Reaction Database (ORD), a public repository of structured organic reaction records. Reactants: CC(Br)(COS(C)(=O)=O)C(=O)c1ccccc1, CS(C)=O, [N-]=[N+]=[N-], [Na+], O. Product: CC(COS(C)(=O)=O)(N=[N+]=[N-])C(=O)c1ccccc1. Reaction SMILES: [Br:5][C:6]([C:7](=[O:8])[c:9]1[cH:10][cH:11][cH:12][cH:13][cH:14]1)([CH3:15])[CH2:16][O:17][S:18](=[O:19])(=[O:20])[CH3:21].[CH3:22][S:23](=[O:24])[CH3:25].[N-:2]=[N+:3]=[N-:4].[Na+:1].[OH2:26]>>[N:2](=[N+:3]=[N-:4])[C:6]([C:7](=[O:8])[c:9]1[cH:10][cH:11][cH:12][cH:13][cH:14]1)([CH3:15])[CH2:16][O:17][S:18](=[O:19])(=[O:20])[CH3:21]. Reaction SMILES: [C:7](=[O:8])([O-:9])[O-:10].[CH2:13]1[CH2:14][CH2:15][C:16]12[O:17][N:18]=[C:19]([c:21]1[c:22]([NH:30][CH:31]3[CH2:32][CH2:33][O:34][CH2:35][CH2:36]3)[c:23]3[c:24]([n:25][cH:26]1)[nH:27][n:28][cH:29]3)[CH2:20]2.[CH3:37][N:38]([CH3:39])[CH:40]=[O:41].[F:1][C:2]([CH2:3][I:4])([F:5])[F:6].[K+:11].[K+:12].[OH2:42]>>[F:1][C:2]([CH2:3][n:27]1[c:24]2[c:23]([c:22]([NH:30][CH:31]3[CH2:32][CH2:33][O:34][CH2:35][CH2:36]3)[c:21]([C:19]3=[N:18][O:17][C:16]4([CH2:13][CH2:14][CH2:15]4)[CH2:20]3)[cH:26][n:25]2)[cH:29][n:28]1)([F:5])[F:6]. The product is FC(F)(F)Cn1ncc2c(NC3CCOCC3)c(C3=NOC4(CCC4)C3)cnc21. Starting materials: O=C([O-])[O-], c1nc2[nH]ncc2c(NC2CCOCC2)c1C1=NOC2(CCC2)C1, CN(C)C=O, FC(F)(F)CI, [K+], [K+], O.